Dataset: the Open Reaction Database (ORD), a public repository of structured organic reaction records. Task: describe an organic reaction: reactants, conditions, products, and yield Reactants: C(C1=CC=CC=C1)OC1=CC2=CC(=CC=C2C=C1)O (2-benzyloxy-7-hydroxynaphthalene), cupric chloride, C(C)(C)(C)N (t-butylamine), Cl (hydrochloric acid). Solvent: CO (methanol), CO (methanol). Conditions: time 1.5 hour. Product: C(C1=CC=CC=C1)OC1=CC=C2C=CC(=C(C2=C1)C1=C(C=CC2=CC=C(C=C12)OCC1=CC=CC=C1)O)O (7,7'-Bis(benzyloxy)-2,2'-dihydroxy-1,1'-binaphthyl). The yield is 85.4%. RXN SMILES: [CH2:1]([O:8][C:9]1[CH:18]=[CH:17][C:16]2[C:11](=[CH:12][C:13]([OH:19])=[CH:14][CH:15]=2)[CH:10]=1)[C:2]1[CH:7]=[CH:6][CH:5]=[CH:4][CH:3]=1.[C:20](N)([CH3:23])([CH3:22])[CH3:21].Cl>CO>[CH2:1]([O:8][C:9]1[CH:10]=[C:11]2[C:16]([CH:15]=[CH:14][C:13]([OH:19])=[C:12]2[C:14]2[C:23]3[C:20](=[CH:22][CH:18]=[C:9]([O:8][CH2:1][C:2]4[CH:7]=[CH:6][CH:5]=[CH:4][CH:3]=4)[CH:10]=3)[CH:21]=[CH:12][C:13]=2[OH:19])=[CH:17][CH:18]=1)[C:2]1[CH:7]=[CH:6][CH:5]=[CH:4][CH:3]=1. Reported procedure: To 23.6 g (0.094 mol) of 2-benzyloxy-7-hydroxynaphthalene and 25.6 g (0.19 mol) of cupric chloride was added 600 ml of methanol, and 56.32 g (0.77 mol) of t-butylamine and 200 ml of methanol were added thereto dropwise over a period of 1.5 hours, followed by stirring for 20 hours. The reaction mixture was cooled with an ice bath, and 200 ml of a 6N hydrochloric acid aqueous solution was added thereto dropwise. The reaction mixture was concentrated with an evaporator. Ethyl acetate was added to t... The reactants are FC=1C=C(C=CC1)CCC1=NN=C(O1)C=1C=C(C(=CC1)N)NC1=CC=C(C=C1)OC (4-[5-[2-(3-fluorophenyl)ethyl]-1,3,4-oxadiazol-2-yl]-N2-(4-methoxyphenyl)benzene-1,2-diamine), C(O)([O-])=O.[Na+] (sodium hydrogen carbonate). The solvent is C(=O)O (formic acid). Reaction conditions: temperature 100 celsius, time 8 hour. Yields the product FC=1C=C(C=CC1)CCC1=NN=C(O1)C=1C=CC2=C(N(C=N2)C2=CC=C(C=C2)OC)C1 (6-[5-[2-(3-fluorophenyl)ethyl]-1,3,4-oxadiazol-2-yl]-1-(4-methoxyphenyl)-1H-benzimidazole). The yield is 49.0%. RXN SMILES: [F:1][C:2]1[CH:3]=[C:4]([CH2:8][CH2:9][C:10]2[O:14][C:13]([C:15]3[CH:16]=[C:17]([NH:22][C:23]4[CH:28]=[CH:27][C:26]([O:29][CH3:30])=[CH:25][CH:24]=4)[C:18]([NH2:21])=[CH:19][CH:20]=3)=[N:12][N:11]=2)[CH:5]=[CH:6][CH:7]=1.[C:31](=O)([O-])O.[Na+]>C(O)=O>[F:1][C:2]1[CH:3]=[C:4]([CH2:8][CH2:9][C:10]2[O:14][C:13]([C:15]3[CH:20]=[CH:19][C:18]4[N:21]=[CH:31][N:22]([C:23]5[CH:24]=[CH:25][C:26]([O:29][CH3:30])=[CH:27][CH:28]=5)[C:17]=4[CH:16]=3)=[N:12][N:11]=2)[CH:5]=[CH:6][CH:7]=1 |f:1.2|. Procedure: A mixture of 4-[5-[2-(3-fluorophenyl)ethyl]-1,3,4-oxadiazol-2-yl]-N2-(4-methoxyphenyl)benzene-1,2-diamine (0.20 g, 0.49 mmol) and formic acid (1.4 mL) was stirred at 100° C. overnight. After cooling, saturated aqueous sodium hydrogen carbonate solution was added to the reaction mixture, and the mixture was extracted with ethyl acetate. The organic layer was washed with saturated brine, dried over anhydrous magnesium sulfate and concentrated under reduced pressure. The residue was purified by bas... Reactants: Br, CC(=O)O, COc1ccc2c(c1)C(=O)CCO2, O. The product is O=C1CCOc2ccc(O)cc21. As a reaction SMILES: [BrH:15].[CH3:16][C:17](=[O:18])[OH:19].[CH3:1][O:2][c:3]1[cH:4][c:5]2[c:10]([cH:11][cH:12]1)[O:9][CH2:8][CH2:7][C:6]2=[O:13].[OH2:14]>>[OH:2][c:3]1[cH:4][c:5]2[c:10]([cH:11][cH:12]1)[O:9][CH2:8][CH2:7][C:6]2=[O:13]. The product is CCCn1cnnc1CS(=O)c1ccc(NC(=O)C=Cc2cnn(C)c2-c2ccc(F)cc2)cc1. The reactants are O=C(OO)c1cccc(Cl)c1, CCCn1cnnc1CSc1ccc(NC(=O)C=Cc2cnn(C)c2-c2ccc(F)cc2)cc1, C1CCOC1. RXN SMILES: [Cl:35][c:36]1[cH:37][cH:38][cH:39][c:40]([C:41]([O:42][OH:44])=[O:43])[cH:45]1.[F:1][c:2]1[cH:3][cH:4][c:5](-[c:8]2[c:9]([CH:14]=[CH:15][C:16](=[O:17])[NH:18][c:19]3[cH:20][cH:21][c:22]([S:25][CH2:26][c:27]4[n:28][n:29][cH:30][n:31]4[CH2:32][CH2:33][CH3:34])[cH:23][cH:24]3)[cH:10][n:11][n:12]2[CH3:13])[cH:6][cH:7]1.[O:46]1[CH2:47][CH2:48][CH2:49][CH2:50]1>>[F:1][c:2]1[cH:3][cH:4][c:5](-[c:8]2[c:9]([CH:14]=[CH:15][C:16](=[O:17])[NH:18][c:19]3[cH:20][cH:21][c:22]([S:25]([CH2:26][c:27]4[n:28][n:29][cH:30][n:31]4[CH2:32][CH2:33][CH3:34])=[O:43])[cH:23][cH:24]3)[cH:10][n:11][n:12]2[CH3:13])[cH:6][cH:7]1. The reactants are CS(=O)(=O)c1ccc(C(CC2CCCC2)C(=O)Nc2cnc(CBr)cn2)cc1Cl, CNC, C1CCOC1. The product is CN(C)Cc1cnc(NC(=O)C(CC2CCCC2)c2ccc(S(C)(=O)=O)c(Cl)c2)cn1. RXN SMILES: [Br:1][CH2:2][c:3]1[n:4][cH:5][c:6]([NH:9][C:10]([CH:11]([CH2:12][CH:13]2[CH2:14][CH2:15][CH2:16][CH2:17]2)[c:18]2[cH:19][c:20]([Cl:28])[c:21]([S:24](=[O:25])(=[O:26])[CH3:27])[cH:22][cH:23]2)=[O:29])[n:7][cH:8]1.[CH3:30][NH:31][CH3:32].[O:33]1[CH2:34][CH2:35][CH2:36][CH2:37]1>>[CH2:2]([c:3]1[n:4][cH:5][c:6]([NH:9][C:10]([CH:11]([CH2:12][CH:13]2[CH2:14][CH2:15][CH2:16][CH2:17]2)[c:18]2[cH:19][c:20]([Cl:28])[c:21]([S:24](=[O:25])(=[O:26])[CH3:27])[cH:22][cH:23]2)=[O:29])[n:7][cH:8]1)[N:31]([CH3:30])[CH3:32]. Reactants: C[Li] (Methyl lithium), C(CCCCCC)N1C(C(=C(C2=CC=CC=C12)OC)C(=O)OCC)=O (1-Heptyl-3-Ethoxycarbonyl-4-Methoxy-2(1H)-Quinolinone), dimethyllithiocuprate. Reagents/catalysts: [Cu]I (CuI), [Cu]I (copper (I) iodide). The solvent is C1CCOC1 (THF), C1CCOC1 (THF). Run at time 3 hour. Product: C(CCCCCC)N1C(C(=C(C2=CC=CC=C12)OC)C(C)=O)=O (1-Heptyl-3-Acetyl-4-Methoxy-2(1H)-Quinolinone). The yield is 75.0%. RXN SMILES: [CH3:1][Li].[CH2:3]([N:10]1[C:19]2[C:14](=[CH:15][CH:16]=[CH:17][CH:18]=2)[C:13]([O:20][CH3:21])=[C:12]([C:22]([O:24]CC)=O)[C:11]1=[O:27])[CH2:4][CH2:5][CH2:6][CH2:7][CH2:8][CH3:9]>C1COCC1.[Cu]I>[CH2:3]([N:10]1[C:19]2[C:14](=[CH:15][CH:16]=[CH:17][CH:18]=2)[C:13]([O:20][CH3:21])=[C:12]([C:22](=[O:24])[CH3:1])[C:11]1=[O:27])[CH2:4][CH2:5][CH2:6][CH2:7][CH2:8][CH3:9]. Reported procedure: A flame-dried 50 ml round bottomed flask was charged with copper (I) iodide (909 rag, 4.78 mmole) and anhydrous THF (20 mL). Methyl lithium (halide-free, 1.4M, 7.2 mL, 10.1 mmole) was added to the white CuI suspension at -78° C. After 0.5 hour the product from step (1) (430 mg. 1.25 mmole) was added drop-wise as a solution in THF (10 mL) to the solution of dimethyllithiocuprate. After 3 hours, the reaction was quenched with saturated ammonium chloride. The product was isolated by acidification o... Starting materials: NC=1C=CC(=C(C(=O)O)C1)Cl (5-amino-2-chlorobenzoic acid), FC1=C(CBr)C(=C(C(=C1F)C(F)(F)F)F)F (2,3,5,6-tetrafluoro-4-trifluoromethylbenzyl bromide). The solvent is CN(C)C=O (DMF). Yields the product ClC1=C(C(=O)O)C=C(C=C1)NCC1=C(C(=C(C(=C1F)F)C(F)(F)F)F)F (2-chloro-5-(2,3,5,6-tetrafluoro-4-trifluoromethylbenzylamino)benzoic acid). Isolated yield 85.5%. Reaction SMILES: [NH2:1][C:2]1[CH:3]=[CH:4][C:5]([Cl:11])=[C:6]([CH:10]=1)[C:7]([OH:9])=[O:8].[F:12][C:13]1[C:20]([F:21])=[C:19]([C:22]([F:25])([F:24])[F:23])[C:18]([F:26])=[C:17]([F:27])[C:14]=1[CH2:15]Br>CN(C=O)C>[Cl:11][C:5]1[CH:4]=[CH:3][C:2]([NH:1][CH2:15][C:14]2[C:17]([F:27])=[C:18]([F:26])[C:19]([C:22]([F:23])([F:25])[F:24])=[C:20]([F:21])[C:13]=2[F:12])=[CH:10][C:6]=1[C:7]([OH:9])=[O:8]. Procedure details: According to the similar procedure in Synthesis Example 1, by using 5-amino-2-chlorobenzoic acid (1.02 g, 5.94 mmole) (ACROS, 32525-5000), DMF (50 ml) and 2,3,5,6-tetrafluoro-4-trifluoromethylbenzyl bromide (1.16 g, 6.99 mmole), 2.04 g (85.5% yield) of 2-chloro-5-(2,3,5,6-tetrafluoro-4-trifluoromethylbenzylamino)benzoic acid was obtained as a pale brown solid. Reactants: C1(=CC=CC=C1)C (toluene), Na, α-propyl-β-dimethylaminoacrolein, Cl.FC1=CC=C(C(=N)N)C=C1 (4-fluorobenzamidine hydrochloride). Solvent: CO (methanol). Yields the product C(CC)C=1C=NC(=NC1)C1=CC=C(C=C1)F (5-propyl-2-(4-fluorophenyl)pyrimidine). Yield: 55.0%. As a reaction SMILES: Cl.[F:2][C:3]1[CH:11]=[CH:10][C:6]([C:7]([NH2:9])=[NH:8])=[CH:5][CH:4]=1.[C:12]1([CH3:18])[CH:17]=C[CH:15]=[CH:14][CH:13]=1>CO>[CH2:13]([C:12]1[CH:17]=[N:8][C:7]([C:6]2[CH:10]=[CH:11][C:3]([F:2])=[CH:4][CH:5]=2)=[N:9][CH:18]=1)[CH2:14][CH3:15] |f:0.1|. Procedure details: To a sodium methylate solution under agitation obtained by dissolving Na (2.8 g, 0.12 mol) in anhydrous methanol (20 c.c.) was added 4-fluorobenzamidine hydrochloride (10.5 g, 0.06 mol), followed by adding α-propyl-β-dimethylaminoacrolein (9.2 g, 0.06 mol), thereafter refluxing on heating for 3 hours with stirring, distilling off methanol under the atmospheric pressure after completion of the reaction, adding toluene (20cc) to the reaction residue to extract the resulting product, washing the ex...